Dataset: the Open Reaction Database (ORD), a public repository of structured organic reaction records. Task: describe an organic reaction: reactants, conditions, products, and yield The reactants are BrCCNS(=O)(=O)C1=CC=C(C=C1)S(=O)(=O)NC=1C=CC=C2C(=CNC12)Cl (4-[N-(2-bromoethyl)sulfamoyl]-N-(3-chloro-1H-indole-7-yl)benzenesulfonamide), N1C=NC=C1 (imidazole). Run in CN(C=O)C (dimethylformamide). Reaction conditions: temperature 80 celsius, time 2 day. Product: ClC1=CNC2=C(C=CC=C12)NS(=O)(=O)C1=CC=C(C=C1)S(NCCN1C=NC=C1)(=O)=O (N-(3-Chloro-1H-indole-7-yl)-4-[N-[2-(1-imidazolyl)ethyl]sulfamoyl]benzenesulfonamide). Isolated yield 59.7%. As a reaction SMILES: Br[CH2:2][CH2:3][NH:4][S:5]([C:8]1[CH:13]=[CH:12][C:11]([S:14]([NH:17][C:18]2[CH:19]=[CH:20][CH:21]=[C:22]3[C:26]=2[NH:25][CH:24]=[C:23]3[Cl:27])(=[O:16])=[O:15])=[CH:10][CH:9]=1)(=[O:7])=[O:6].[NH:28]1[CH:32]=[CH:31][N:30]=[CH:29]1>CN(C)C=O>[Cl:27][C:23]1[C:22]2[C:26](=[C:18]([NH:17][S:14]([C:11]3[CH:12]=[CH:13][C:8]([S:5](=[O:7])(=[O:6])[NH:4][CH2:3][CH2:2][N:28]4[CH:32]=[CH:31][N:30]=[CH:29]4)=[CH:9][CH:10]=3)(=[O:16])=[O:15])[CH:19]=[CH:20][CH:21]=2)[NH:25][CH:24]=1. Procedure: 557 mg (1.13 mmol) of 4-[N-(2-bromoethyl)sulfamoyl]-N-(3-chloro-1H-indole-7-yl)benzenesulfonamide and 820 mg (12.0 mmol) of imidazole were added to 10 ml of dimethylformamide and the mixture was stirred at 80° C. for 2 days. After concentrating, the residue was dissolved in ethyl acetate. The mixture was washed with water, dried over sodium sulfate and concentrated. The residue was purified by silica gel column chromatography, to give 324 mg of the title compound. Reactants: FC1=CC(=CC=C1)F (m-difluorobenzene), Cl (hydrochloric acid), C(CCC)[Li] (n-butyl lithium), ClC=1C=CC2=C(C(OC(=N2)C)=O)C1 (6-chloro-2-methyl-4H-3,1-benzoxazin-4-one). The solvent is O1CCCC1 (tetrahydrofuran), O1CCCC1 (tetrahydrofuran), CCCCCCC (n-heptane), C1=CC=CC=C1 (benzene). Run at time 50 minute. The product is C(C)(=O)NC1=C(C(=O)C2=C(C=CC=C2F)F)C=C(C=C1)Cl (2-acetamido-5-chloro-2',6'-difluorobenzophenone). As a reaction SMILES: [F:1][C:2]1[CH:7]=[CH:6][CH:5]=[C:4]([F:8])[CH:3]=1.C([Li])CCC.[Cl:14][C:15]1[CH:16]=[CH:17][C:18]2[N:23]=[C:22]([CH3:24])[O:21][C:20](=[O:25])[C:19]=2[CH:26]=1.Cl>O1CCCC1.C1C=CC=CC=1.CCCCCCC>[C:22]([NH:23][C:18]1[CH:17]=[CH:16][C:15]([Cl:14])=[CH:26][C:19]=1[C:20]([C:3]1[C:2]([F:1])=[CH:7][CH:6]=[CH:5][C:4]=1[F:8])=[O:25])(=[O:21])[CH3:24]. Reported procedure: To a solution of 114 g. (1.0 mole) of m-difluorobenzene in 800 ml. of dry tetrahydrofuran cooled to -50° C. and maintained under a nitrogen atmosphere was added, with stirring, 320 ml. of an n-heptane solution of n-butyl lithium containing 1.0 mole of the latter. The addition was carried out during 50 minutes and was followed by stirring 2 hours more at -50° C. The cold solution was then added with stirring during 50 minutes to a solution of 187.8 g. (0.97 mole) of 6-chloro-2-methyl-4H-3,1-benzo... Reactants: CC(=NCc1ccccc1)c1ccccc1, CCCC[N+](CCCC)(CCCC)CCCC, CC(=O)O, Cc1ccccc1, [H][H], [I-]. Yields the product CC(NCc1ccccc1)c1ccccc1. Reaction SMILES: [CH2:1]([c:2]1[cH:3][cH:4][cH:5][cH:6][cH:7]1)[N:8]=[C:9]([CH3:10])[c:11]1[cH:12][cH:13][cH:14][cH:15][cH:16]1.[CH2:24]([N+:25]([CH2:26][CH2:27][CH2:28][CH3:29])([CH2:30][CH2:31][CH2:32][CH3:33])[CH2:34][CH2:35][CH2:36][CH3:37])[CH2:38][CH2:39][CH3:40].[CH3:17][C:18](=[O:19])[OH:20].[CH3:41][c:42]1[cH:43][cH:44][cH:45][cH:46][cH:47]1.[H:21][H:22].[I-:23]>>[CH2:1]([c:2]1[cH:3][cH:4][cH:5][cH:6][cH:7]1)[NH:8][CH:9]([CH3:10])[c:11]1[cH:12][cH:13][cH:14][cH:15][cH:16]1. Starting materials: CCCC(F)(F)C(=CF)C(F)(F)F, F. Yields the product CCCC(F)(F)C(C(F)F)C(F)(F)F. As a reaction SMILES: [F:1][C:2]([C:3](=[CH:4][F:5])[C:6]([CH2:7][CH2:8][CH3:9])([F:10])[F:11])([F:12])[F:13].[FH:14]>>[F:1][C:2]([CH:3]([CH:4]([F:5])[F:14])[C:6]([CH2:7][CH2:8][CH3:9])([F:10])[F:11])([F:12])[F:13]. Reactants: CC1=C(N)C=CC=C1 (2-methylaniline), C(C)C1=CC(=NC(=N1)Cl)N1CC2=CC=CC=C2CC1 (6-ethyl-4-(1,2,3,4-tetrahydroisoquinoline-2-yl)-2-chloropyrimidine). Solvent: CN(C=O)C (dimethylformamide). Yields the product Cl.C(C)C1=CC(=NC(=N1)NC1=C(C=CC=C1)C)N1CC2=CC=CC=C2CC1 (6-ethyl-2-(2-methylphenylamino)-4-(1,2,3,4-tetrahydroisoquinolin-2-yl)pyrimidine hydrochloride). The yield is 23.6%. RXN SMILES: [CH3:1][C:2]1[CH:8]=[CH:7][CH:6]=[CH:5][C:3]=1[NH2:4].[CH2:9]([C:11]1[N:16]=[C:15]([Cl:17])[N:14]=[C:13]([N:18]2[CH2:27][CH2:26][C:25]3[C:20](=[CH:21][CH:22]=[CH:23][CH:24]=3)[CH2:19]2)[CH:12]=1)[CH3:10]>CN(C)C=O>[ClH:17].[CH2:9]([C:11]1[N:16]=[C:15]([NH:4][C:3]2[CH:5]=[CH:6][CH:7]=[CH:8][C:2]=2[CH3:1])[N:14]=[C:13]([N:18]2[CH2:27][CH2:26][C:25]3[C:20](=[CH:21][CH:22]=[CH:23][CH:24]=3)[CH2:19]2)[CH:12]=1)[CH3:10] |f:3.4|. Reported procedure: After 2-methylaniline(0.55 ml, 5.15 mmol) was added to a mixture solution of 6-ethyl-4-(1,2,3,4-tetrahydroisoquinoline-2-yl)-2-chloropyrimidine(0.7 g, 2.56 mmol) and dimethylformamide(5 ml), 0.23 g of the titled compound was obtained in accordance with the same procedure as in Step 2 of Example 1.